From a dataset of the Open Reaction Database (ORD), a public repository of structured organic reaction records. describe an organic reaction: reactants, conditions, products, and yield Starting materials: solution, [Li+].C[Si](C)(C)[N-][Si](C)(C)C (LHMDS), ClC=1C=C(C=CC1)C(C)=O (3′-chloroacetophenone), enolate, C(C(=O)OC(C)(C)C)(=O)OC(C)(C)C (di-tert-butyl oxalate). Solvent: C1CCOC1 (THF), C(C)OCC (diethyl ether). Conditions: temperature -78 celsius, time 45 minute. Product: ClC=1C=C(C=CC1)C(CC(C(=O)OC(C)(C)C)=O)=O (tert-Butyl 4-(3-chlorophenyl)-2,4-dioxobutanoate). RXN SMILES: [Cl:1][C:2]1[CH:3]=[C:4]([C:8](=[O:10])[CH3:9])[CH:5]=[CH:6][CH:7]=1.[Li+].C[Si]([N-][Si](C)(C)C)(C)C.[C:21](OC(C)(C)C)(=[O:29])[C:22]([O:24][C:25]([CH3:28])([CH3:27])[CH3:26])=[O:23]>C(OCC)C.C1COCC1>[Cl:1][C:2]1[CH:3]=[C:4]([C:8](=[O:10])[CH2:9][C:21](=[O:29])[C:22]([O:24][C:25]([CH3:28])([CH3:27])[CH3:26])=[O:23])[CH:5]=[CH:6][CH:7]=1 |f:1.2|. Procedure: Under an atmosphere of nitrogen, a solution of 3′-chloroacetophenone (1.015 mL, 7.82 mmol) in anhydrous diethyl ether (50 mL) was allowed to cool to −78° C. for 15 minutes prior to the slow addition of a 1.0 M solution of LHMDS (8.60 mL, 8.60 mmol) in THF. The enolate formation was allowed to stir for 45 minutes at −78° C., after which di-tert-butyl oxalate (1.898 g, 9.38 mmol) was added as a single portion. The pale yellow reaction mixture was allowed to warm to RT and stir for 18 hours. The da...